From a dataset of the Open Reaction Database (ORD), a public repository of structured organic reaction records. describe an organic reaction: reactants, conditions, products, and yield The reactants are FC1=CC=C(C=C1)N (4-fluorobenzenamine), solution, BrCC#C (3-bromo-1-propyne), C(C)N(C(C)C)C(C)C (N-ethyl-N-(1-methylethyl)-2-propanamine), C(C)(=O)OCC (Ethyl acetate). The solvent is C1(=CC=CC=C1)C (toluene), C1(=CC=CC=C1)C (toluene). The product is FC1=CC=C(C=C1)NCC#C (4-Fluoro-N-2-propynylbenzenamine). Reaction SMILES: [F:1][C:2]1[CH:7]=[CH:6][C:5]([NH2:8])=[CH:4][CH:3]=1.Br[CH2:10][C:11]#[CH:12].C(N(C(C)C)C(C)C)C.C(OCC)(=O)C>C1(C)C=CC=CC=1>[F:1][C:2]1[CH:7]=[CH:6][C:5]([NH:8][CH2:12][C:11]#[CH:10])=[CH:4][CH:3]=1. Reported procedure: A solution of 9.47 ml (0.1 mol) of 4-fluorobenzenamine, 16.36 g (0.11 mol) of an 80% solution of 3-bromo-1-propyne in toluene, and 17.43 ml (0.11 mol) of N-ethyl-N-(1-methylethyl)-2-propanamine in 350 ml of toluene is heated at 90° C. for three hours. Ethyl acetate is added to the reaction suspension, and it is washed three times with water. The organic layer is separated, dried (magnesium sulfate), and concentrated to give 15.5 g of a dark brown liquid. This is applied to a column of 1 kg of fl... Reactants: CCOC(=O)C1(Nc2ccccc2)CCN(Cc2ccccc2)CC1, [Na+], [OH-], c1ccccc1. Product: OCC1(Nc2ccccc2)CCN(Cc2ccccc2)CC1. RXN SMILES: [NH:1]([c:2]1[cH:3][cH:4][cH:5][cH:6][cH:7]1)[C:8]1([C:21](=[O:22])[O:23][CH2:24][CH3:25])[CH2:9][CH2:10][N:11]([CH2:14][c:15]2[cH:16][cH:17][cH:18][cH:19][cH:20]2)[CH2:12][CH2:13]1.[Na+:27].[OH-:26].[cH:28]1[cH:29][cH:30][cH:31][cH:32][cH:33]1>>[NH:1]([c:2]1[cH:3][cH:4][cH:5][cH:6][cH:7]1)[C:8]1([CH2:21][OH:22])[CH2:9][CH2:10][N:11]([CH2:14][c:15]2[cH:16][cH:17][cH:18][cH:19][cH:20]2)[CH2:12][CH2:13]1. The reactants are NC1=CSC=C1 (3-Aminothiophene), COC(=O)C#CC(=O)OC (dimethylacetylenedicarboxylate). The solvent is CO (methanol). Conditions: time 30 minute. The product is S1C=C(C=C1)NC(C(=O)OC)=CC(=O)OC (dimethyl 3-thienylaminobutenedioate). As a reaction SMILES: [NH2:1][C:2]1[CH:6]=[CH:5][S:4][CH:3]=1.[CH3:7][O:8][C:9]([C:11]#[C:12][C:13]([O:15][CH3:16])=[O:14])=[O:10]>CO>[S:4]1[CH:5]=[CH:6][C:2]([NH:1][C:11](=[CH:12][C:13]([O:15][CH3:16])=[O:14])[C:9]([O:8][CH3:7])=[O:10])=[CH:3]1. Procedure: 3-Aminothiophene is redissolved in methanol (500 mL) cooled in an ice bath and dimethylacetylenedicarboxylate (80 g; 0.50 mol) is added dropwise. The mixture is stirred at room temperature for 15 hours and 30 minutes, the methanol removed under reduced pressure and 1,2-dichloroethane is added. This solvent is also evaporated off to give dimethyl 3-thienylaminobutenedioate as an oil. Reactants: CC(=O)O[BH-](OC(C)=O)OC(C)=O, COc1cc(N2CCNCC2)c2ncccc2c1, CC(=O)O, CC(Cl)Cl, [Na+], O=C1CCN(c2cccc3cccnc23)CC1. Yields the product COc1cc(N2CCN(C3CCN(c4cccc5cccnc45)CC3)CC2)c2ncccc2c1. As a reaction SMILES: [C:36]([O:37][BH-:38]([O:39][C:40](=[O:41])[CH3:42])[O:43][C:44](=[O:45])[CH3:46])(=[O:47])[CH3:48].[CH3:1][O:2][c:3]1[cH:4][c:5]2[cH:6][cH:7][cH:8][n:9][c:10]2[c:11]([N:13]2[CH2:14][CH2:15][NH:16][CH2:17][CH2:18]2)[cH:12]1.[CH3:50][C:51](=[O:52])[OH:53].[Cl:54][CH:55]([Cl:56])[CH3:57].[Na+:49].[n:19]1[cH:20][cH:21][cH:22][c:23]2[cH:24][cH:25][cH:26][c:27]([N:29]3[CH2:30][CH2:31][C:32](=[O:35])[CH2:33][CH2:34]3)[c:28]12>>[CH3:1][O:2][c:3]1[cH:4][c:5]2[cH:6][cH:7][cH:8][n:9][c:10]2[c:11]([N:13]2[CH2:14][CH2:15][N:16]([CH:32]3[CH2:31][CH2:30][N:29]([c:27]4[cH:26][cH:25][cH:24][c:23]5[cH:22][cH:21][cH:20][n:19][c:28]54)[CH2:34][CH2:33]3)[CH2:17][CH2:18]2)[cH:12]1.